The task is: describe an organic reaction: reactants, conditions, products, and yield. This data is from the Open Reaction Database (ORD), a public repository of structured organic reaction records. Reactants: OCC1CN(Cc2ccccc2)CC1c1ccsc1, CS(C)=O, O=C(Cl)C(=O)Cl, ClCCl. Product: O=CC1CN(Cc2ccccc2)CC1c1ccsc1. As a reaction SMILES: [CH2:11]([c:12]1[cH:13][cH:14][cH:15][cH:16][cH:17]1)[N:18]1[CH2:19][CH:20]([CH2:28][OH:29])[CH:21]([c:23]2[cH:24][s:25][cH:26][cH:27]2)[CH2:22]1.[CH3:7][S:8]([CH3:9])=[O:10].[Cl:1][C:2]([C:3]([Cl:4])=[O:5])=[O:6].[Cl:30][CH2:31][Cl:32]>>[CH2:11]([c:12]1[cH:13][cH:14][cH:15][cH:16][cH:17]1)[N:18]1[CH2:19][CH:20]([CH:28]=[O:29])[CH:21]([c:23]2[cH:24][s:25][cH:26][cH:27]2)[CH2:22]1. The reactants are OC1=C(C(=C(C=O)C=C1)C)C (4-hydroxy-2,3-dimethyl-benzaldehyde), C(C(C)C)C1=CC=C(CBr)C=C1 (4-isobutylbenzyl bromide), C([O-])([O-])=O.[K+].[K+] (potassium carbonate), CC(=O)CC (ethyl methyl ketone). Yields the product C(C(C)C)C1=CC=C(COC2=C(C(=C(C=O)C=C2)C)C)C=C1 (4-(4-isobutylbenzyloxy)-2,3-dimethyl-benzaldehyde). As a reaction SMILES: [OH:1][C:2]1[CH:9]=[CH:8][C:5]([CH:6]=[O:7])=[C:4]([CH3:10])[C:3]=1[CH3:11].[CH2:12]([C:16]1[CH:23]=[CH:22][C:19]([CH2:20]Br)=[CH:18][CH:17]=1)[CH:13]([CH3:15])[CH3:14].C(=O)([O-])[O-].[K+].[K+].CC(CC)=O>C(OCC)(=O)C>[CH2:12]([C:16]1[CH:17]=[CH:18][C:19]([CH2:20][O:1][C:2]2[CH:9]=[CH:8][C:5]([CH:6]=[O:7])=[C:4]([CH3:10])[C:3]=2[CH3:11])=[CH:22][CH:23]=1)[CH:13]([CH3:15])[CH3:14] |f:2.3.4|. Procedure: A mixture of 4-hydroxy-2,3-dimethyl-benzaldehyde (220 mg), 4-isobutylbenzyl bromide (341 mg), potassium carbonate (1.38 g) and ethyl methyl ketone (10 ml) was refluxed for 6 hrs. After cooling, the reaction mixture was diluted with ethyl acetate, the solution was washed with dil hydrochloric acid, water, successively, dried and evaporated. The residue was purified by column chromatography on silica gel (hexane:EtOAc=10:1) to give the title compound (383 mg) having the following physical data: Run in C(C)(=O)OCC (ethyl acetate). The yield is 88.2%. Starting materials: C(C)OC1=C(C=CC=C1)C1=CC(=NC=N1)NC(=O)C1CCNCC1 (piperidine-4-carboxylic acid [6-(2-ethoxy-phenyl)-pyrimidin-4-yl]-amide), C=O (formalin), [BH3-]C#N.[Na+] (NaCNBH3). Solvent: AcN MeOH H2O. Yields the product C(C)OC1=C(C=CC=C1)C1=CC(=NC=N1)NC(=O)C1CCN(CC1)CC (1-ethyl-piperidine-4-carboxylic acid [6-(2-ethoxy-phenyl)-pyrimidin-4-yl]-amide). Yield: 66.0%. RXN SMILES: [CH2:1]([O:3][C:4]1[CH:9]=[CH:8][CH:7]=[CH:6][C:5]=1[C:10]1[N:15]=[CH:14][N:13]=[C:12]([NH:16][C:17]([CH:19]2[CH2:24][CH2:23]N[CH2:21][CH2:20]2)=[O:18])[CH:11]=1)[CH3:2].[CH2:25]=O.[BH3-][C:28]#[N:29].[Na+]>>[CH2:1]([O:3][C:4]1[CH:9]=[CH:8][CH:7]=[CH:6][C:5]=1[C:10]1[N:15]=[CH:14][N:13]=[C:12]([NH:16][C:17]([CH:19]2[CH2:24][CH2:23][N:29]([CH2:28][CH3:25])[CH2:21][CH2:20]2)=[O:18])[CH:11]=1)[CH3:2] |f:2.3|. Procedure: To a stirred mixture of piperidine-4-carboxylic acid [6-(2-ethoxy-phenyl)-pyrimidin-4-yl]-amide (compound #1A) (0.28 g, 0.86 mmol) and 33% formalin solution (0.045 ml) in 10 ml of AcN:MeOH:H2O (2:1:1) at 0° C. was added NaCNBH3 (0.13 g, 2.1 mmol). The reaction mixture was stirred at room temperature for 30 minand extracted with ethyl acetate (3×20 ml). The organic layers were separated, combined, dried over sodium sulfate, filtered and concentrated under reduced pressure. The crude product was p... Reactants: FC=1C(NC(N([C@H]2C[C@H](O)[C@@H](CO)O2)C1)=O)=O (2'-deoxy-5-fluorouridine), C(C1=CC=CC=C1)(C1=CC=CC=C1)(C1=CC=CC=C1)Cl (trityl chloride), ice. Run in N1=CC=CC=C1 (pyridine). Product: C(C1=CC=CC=C1)(C1=CC=CC=C1)(C1=CC=CC=C1)OC[C@@H]1[C@H](C[C@@H](O1)N1C(=O)NC(=O)C(=C1)F)O (2'-deoxy-5'-O-trityl-5-fluorouridine). Yield: 56.4%. As a reaction SMILES: [F:1][C:2]1[C:3](=[O:17])[NH:4][C:5](=[O:16])[N:6]([CH:15]=1)[C@@H:7]1[O:14][C@H:11]([CH2:12][OH:13])[C@@H:9]([OH:10])[CH2:8]1.[C:18](Cl)([C:31]1[CH:36]=[CH:35][CH:34]=[CH:33][CH:32]=1)([C:25]1[CH:30]=[CH:29][CH:28]=[CH:27][CH:26]=1)[C:19]1[CH:24]=[CH:23][CH:22]=[CH:21][CH:20]=1>N1C=CC=CC=1>[C:18]([O:13][CH2:12][C@H:11]1[O:14][C@@H:7]([N:6]2[CH:15]=[C:2]([F:1])[C:3](=[O:17])[NH:4][C:5]2=[O:16])[CH2:8][C@@H:9]1[OH:10])([C:19]1[CH:24]=[CH:23][CH:22]=[CH:21][CH:20]=1)([C:31]1[CH:32]=[CH:33][CH:34]=[CH:35][CH:36]=1)[C:25]1[CH:26]=[CH:27][CH:28]=[CH:29][CH:30]=1. Procedure: In 2.5 ml of pyridine were dissolved 0.25 g of 2'-deoxy-5-fluorouridine and 0.34 g of trityl chloride, and the solution was reacted at 60° C. for 4 hours under stirring. After completion of the reaction, the reaction mixture was poured into 80 ml of ice-cold water and precipitated crystals were collected by filtration. These crystals were dissolved in 30 ml of ethyl acetate, washed with saturated saline solution, dried over anhydrous magensium sulfate and condensed under reduced pressure. The re...